From a dataset of the Open Reaction Database (ORD), a public repository of structured organic reaction records. describe an organic reaction: reactants, conditions, products, and yield The reactants are CN(C(CCCCCCCNC(=O)OC(C)(C)C)=O)CCCC (8-(t-butoxycarbonyl)amino-octanoic acid methyl-butyl-amide), Cl (hydrochloric acid). Run in O1CCOCC1 (dioxane). Run at time 1 hour. Yields the product CN(C(CCCCCCCN)=O)CCCC (8-Amino-octanoic acid methyl-butyl-amide). RXN SMILES: [CH3:1][N:2]([CH2:20][CH2:21][CH2:22][CH3:23])[C:3](=[O:19])[CH2:4][CH2:5][CH2:6][CH2:7][CH2:8][CH2:9][CH2:10][NH:11]C(OC(C)(C)C)=O.Cl>O1CCOCC1>[CH3:1][N:2]([CH2:20][CH2:21][CH2:22][CH3:23])[C:3](=[O:19])[CH2:4][CH2:5][CH2:6][CH2:7][CH2:8][CH2:9][CH2:10][NH2:11]. Procedure details: Combine 8-(t-butoxycarbonyl)amino-octanoic acid methyl-butyl-amide and 4M hydrochloric acid in dioxane (10 mL). After 1 hour, the reaction mixture is evaporated to a residue. Partition the residue between toluene and 1M sodium hydroxide solution. Extract the aqueous layer with toluene. Combine the organic layers, dry over MgSO4, and filter to give the title compound as a toluene solution. Evaporate in vacuo to give the title compound. Reactants: Cl, CN(C(=O)N(C)C1CN(C(=O)C2CCC(N)CC2)CC1c1ccc(F)cc1)c1cc(C(F)(F)F)cc(C(F)(F)F)c1, CC(C)(O)C(=O)O. Product: CN(C(=O)N(C)C1CN(C(=O)C2CCC(NC(=O)C(C)(C)O)CC2)CC1c1ccc(F)cc1)c1cc(C(F)(F)F)cc(C(F)(F)F)c1. Reaction SMILES: [ClH:1].[NH2:2][CH:3]1[CH2:4][CH2:5][CH:6]([C:9](=[O:10])[N:11]2[CH2:12][CH:13]([N:23]([C:24](=[O:25])[N:26]([CH3:27])[c:28]3[cH:29][c:30]([C:38]([F:39])([F:40])[F:41])[cH:31][c:32]([C:34]([F:35])([F:36])[F:37])[cH:33]3)[CH3:42])[CH:14]([c:16]3[cH:17][cH:18][c:19]([F:22])[cH:20][cH:21]3)[CH2:15]2)[CH2:7][CH2:8]1.[OH:43][C:44]([C:45](=[O:46])[OH:47])([CH3:48])[CH3:49]>>[NH:2]([CH:3]1[CH2:4][CH2:5][CH:6]([C:9](=[O:10])[N:11]2[CH2:12][CH:13]([N:23]([C:24](=[O:25])[N:26]([CH3:27])[c:28]3[cH:29][c:30]([C:38]([F:39])([F:40])[F:41])[cH:31][c:32]([C:34]([F:35])([F:36])[F:37])[cH:33]3)[CH3:42])[CH:14]([c:16]3[cH:17][cH:18][c:19]([F:22])[cH:20][cH:21]3)[CH2:15]2)[CH2:7][CH2:8]1)[C:45]([C:44]([OH:43])([CH3:48])[CH3:49])=[O:46]. Starting materials: CC(C)(C)OC(=O)NCCc1ccc(NC(=C2C(=O)Nc3ccc([N+](=O)[O-])cc32)c2ccc(CN)cc2)cc1, CC(=O)OC(C)=O, C1COCCO1. The product is CC(=O)NCc1ccc(C(Nc2ccc(CCNC(=O)OC(C)(C)C)cc2)=C2C(=O)Nc3ccc([N+](=O)[O-])cc32)cc1. As a reaction SMILES: [C:1]([CH3:2])([CH3:3])([CH3:4])[O:5][C:6](=[O:7])[NH:8][CH2:9][CH2:10][c:11]1[cH:12][cH:13][c:14]([NH:17][C:18]([c:19]2[cH:20][cH:21][c:22]([CH2:25][NH2:26])[cH:23][cH:24]2)=[C:27]2[C:28](=[O:39])[NH:29][c:30]3[cH:31][cH:32][c:33]([N+:36](=[O:37])[O-:38])[cH:34][c:35]32)[cH:15][cH:16]1.[CH3:40][C:41](=[O:42])[O:43][C:44](=[O:45])[CH3:46].[O:47]1[CH2:48][CH2:49][O:50][CH2:51][CH2:52]1>>[C:1]([CH3:2])([CH3:3])([CH3:4])[O:5][C:6](=[O:7])[NH:8][CH2:9][CH2:10][c:11]1[cH:12][cH:13][c:14]([NH:17][C:18]([c:19]2[cH:20][cH:21][c:22]([CH2:25][NH:26][C:41]([CH3:40])=[O:42])[cH:23][cH:24]2)=[C:27]2[C:28](=[O:39])[NH:29][c:30]3[cH:31][cH:32][c:33]([N+:36](=[O:37])[O-:38])[cH:34][c:35]32)[cH:15][cH:16]1. Starting materials: BrCC1=CC(=C(OC(C(=O)OCC)C2=CC3=C(C=C2)OCO3)C(=C1)Cl)Cl (ethyl 2-(4-bromomethyl-2,6-dichlorophenoxy)-2-(3,4-methylenedioxyphenyl)acetate), CC1=CC(=C2C(=N1)N=C(N2)CC)C (5,7-dimethyl-2-ethylimidazo[4,5-b]pyridine), oil, [H-].[Na+] (sodium hydride). The solvent is CN(C)C=O (DMF), CN(C)C=O (DMF). Reaction conditions: time 30 minute. The product is C(=O)(O)C(OC1=C(C=C(C=C1Cl)CN1C(=NC=2C1=NC(=CC2C)C)CC)Cl)C2=CC1=C(C=C2)OCO1 (3-[4-(1-Carboxy-1-(3,4-methylenedioxyphenyl)methoxy)-3,5-dichlorophenylmethyl]-5,7-dimethyl-2-ethyl-3H-imidazo[4,5-b]pyridine). The yield is 76.6%. As a reaction SMILES: [CH3:1][C:2]1[N:7]=[C:6]2[N:8]=[C:9]([CH2:11][CH3:12])[NH:10][C:5]2=[C:4]([CH3:13])[CH:3]=1.[H-].[Na+].Br[CH2:17][C:18]1[CH:39]=[C:38]([Cl:40])[C:21]([O:22][CH:23]([C:29]2[CH:34]=[CH:33][C:32]3[O:35][CH2:36][O:37][C:31]=3[CH:30]=2)[C:24]([O:26]CC)=[O:25])=[C:20]([Cl:41])[CH:19]=1>CN(C=O)C>[C:24]([CH:23]([C:29]1[CH:34]=[CH:33][C:32]2[O:35][CH2:36][O:37][C:31]=2[CH:30]=1)[O:22][C:21]1[C:20]([Cl:41])=[CH:19][C:18]([CH2:17][N:8]2[C:6]3=[N:7][C:2]([CH3:1])=[CH:3][C:4]([CH3:13])=[C:5]3[N:10]=[C:9]2[CH2:11][CH3:12])=[CH:39][C:38]=1[Cl:40])([OH:26])=[O:25] |f:1.2|. Reported procedure: To a solution of 0.034 g (0.20 mmol) of 5,7-dimethyl-2-ethylimidazo[4,5-b]pyridine in 0.5 mL anhydrous DMF was added 8.6 mg (0.22 mmol) of a 60% oil dispersion of sodium hydride and the reaction mixture was stirred under a nitrogen atmosphere at room temperature for 30 minutes. A solution of 0.100 g (0.22 mmol) of the product of Step B in 0.9 mL of DMF was added and the reaction was stirred an additional 1.5 hour at room temperature. The reaction mixture was partitioned between EtOAc and 5% aque... Starting materials: [H-].[Na+] (sodium hydride), FC1=CC=C(C=C1)O (4-fluorophenol), ClC1=CC=CC(=N1)C(=O)N(C1=CC=C(C=C1)CN1C[C@@H](N(CC1)C(=O)OC(C)(C)C)C)C (1,1-Dimethylethyl (2S)-4-({4-[[(6-chloro-2-pyridinyl)carbonyl](methyl)amino]phenyl}methyl)-2-methyl-1-piperazinecarboxylate). The solvent is CN(C)C=O (DMF). Run at temperature 190 celsius, time 20 minute. Yields the product FC1=CC=C(C=C1)OC1=CC=CC(=N1)C(=O)N(C1=CC=C(C=C1)CN1C[C@@H](N(CC1)C(=O)OC(C)(C)C)C)C (1,1-Dimethylethyl (2S)-4-({4-[({6-[(4-fluorophenyl)oxy]-2-pyridinyl}carbonyl)(methyl)amino]phenyl}methyl)-2-methyl-1-piperazinecarboxylate). The yield is 46.2%. As a reaction SMILES: [H-].[Na+].[F:3][C:4]1[CH:9]=[CH:8][C:7]([OH:10])=[CH:6][CH:5]=1.Cl[C:12]1[N:17]=[C:16]([C:18]([N:20]([CH3:42])[C:21]2[CH:26]=[CH:25][C:24]([CH2:27][N:28]3[CH2:33][CH2:32][N:31]([C:34]([O:36][C:37]([CH3:40])([CH3:39])[CH3:38])=[O:35])[C@@H:30]([CH3:41])[CH2:29]3)=[CH:23][CH:22]=2)=[O:19])[CH:15]=[CH:14][CH:13]=1>CN(C=O)C>[F:3][C:4]1[CH:9]=[CH:8][C:7]([O:10][C:12]2[N:17]=[C:16]([C:18]([N:20]([CH3:42])[C:21]3[CH:26]=[CH:25][C:24]([CH2:27][N:28]4[CH2:33][CH2:32][N:31]([C:34]([O:36][C:37]([CH3:39])([CH3:38])[CH3:40])=[O:35])[C@@H:30]([CH3:41])[CH2:29]4)=[CH:23][CH:22]=3)=[O:19])[CH:15]=[CH:14][CH:13]=2)=[CH:6][CH:5]=1 |f:0.1|. Reported procedure: To sodium hydride (0.0174 g, 60% dispersion in mineral oil, 0.436 mmol) in DMF (4 mL) was added 4-fluorophenol (0.0488 g, 0.436 mmol) and the mixture stirred under an argon atmosphere for 20 minutes. 1,1-Dimethylethyl (2S)-4-({4-[[(6-chloro-2-pyridinyl)carbonyl](methyl)amino]phenyl}methyl)-2-methyl-1-piperazinecarboxylate (D107) (0.100 g, 0.218 mmol) was added and the reaction mixture was heated in a microwave at 190° C. for 1.5 h. The reaction mixture was concentrated and the residue partitione... Reaction SMILES: O[C:2]1([CH2:8][C@H:9]2[CH2:13][O:12][C:11]([CH3:15])([CH3:14])[N:10]2[C:16]([O:18][C:19]([CH3:22])([CH3:21])[CH3:20])=[O:17])[CH2:7][CH2:6][CH2:5][CH2:4][CH2:3]1.CCN(S(F)(F)[F:29])CC.C1C=C(Cl)C=C(C(OO)=O)C=1>C(Cl)Cl>[F:29][C:2]1([CH2:8][C@H:9]2[CH2:13][O:12][C:11]([CH3:15])([CH3:14])[N:10]2[C:16]([O:18][C:19]([CH3:22])([CH3:21])[CH3:20])=[O:17])[CH2:7][CH2:6][CH2:5][CH2:4][CH2:3]1. Yields the product FC1(CCCCC1)C[C@@H]1N(C(OC1)(C)C)C(=O)OC(C)(C)C ((S)-tert-butyl 4-((1-fluorocyclohexyl)methyl)-2,2-dimethyloxazolidine-3-carboxylate). Procedure details: (S)-tert-Butyl 4-((1-hydroxycyclohexyl)methyl)-2,2-dimethyloxazolidine-3-carboxylate (2.70 g, 8.63 mmol) was dissolved in CH2Cl2 and the solution was cooled to −78° C. DAST (2.78 g, 17.2 mmol, 2.0 equiv) was added via syringe and the solution was stirred overnight with concomitant warming to rt. LC-MS showed consumption of the starting alcohol. Satd aq NaHCO3 was added and the mixture was stirred for 1 h. The layers were separated and the organic layer was washed with brine, dried over Na2SO4, a... Reaction conditions: temperature -78 celsius, time 8 hour. Yield: 26.6%. The reactants are CCN(CC)S(F)(F)F (DAST), OC1(CCCCC1)C[C@@H]1N(C(OC1)(C)C)C(=O)OC(C)(C)C ((S)-tert-Butyl 4-((1-hydroxycyclohexyl)methyl)-2,2-dimethyloxazolidine-3-carboxylate), C1=CC(=CC(=C1)Cl)C(=O)OO (m-CPBA). Run in C(Cl)Cl (CH2Cl2). Reactants: [N+](=O)([O-])C=1C=C(CN)C=CC1 (3-nitrobenzylamine), COC(C1=CC=C(C=C1)C=1N=C(C2=C(N1)SC(=C2)CC)Cl)=O (4-(4-chloro-6-ethyl-thieno-[2,3-d]-pyrimidin-2-yl)-benzoic acid methylester). The product is COC(C1=CC=C(C=C1)C=1N=C(C2=C(N1)SC(=C2)CC)NCC2=CC(=CC=C2)[N+](=O)[O-])=O (4-[4-(3-nitrobenzylamino)-6-ethyl-thieno-[2,3-d]-pyrimidin-2-yl]-benzoic acid methylester). RXN SMILES: [N+:1]([C:4]1[CH:5]=[C:6]([CH:9]=[CH:10][CH:11]=1)[CH2:7][NH2:8])([O-:3])=[O:2].[CH3:12][O:13][C:14](=[O:33])[C:15]1[CH:20]=[CH:19][C:18]([C:21]2[N:22]=[C:23](Cl)[C:24]3[CH:29]=[C:28]([CH2:30][CH3:31])[S:27][C:25]=3[N:26]=2)=[CH:17][CH:16]=1>>[CH3:12][O:13][C:14](=[O:33])[C:15]1[CH:16]=[CH:17][C:18]([C:21]2[N:22]=[C:23]([NH:8][CH2:7][C:6]3[CH:9]=[CH:10][CH:11]=[C:4]([N+:1]([O-:3])=[O:2])[CH:5]=3)[C:24]3[CH:29]=[C:28]([CH2:30][CH3:31])[S:27][C:25]=3[N:26]=2)=[CH:19][CH:20]=1. Procedure: The reaction procedure as above wherein 3-nitrobenzylamine is reacted with 4-(4-chloro-6-ethyl-thieno-[2,3-d]-pyrimidin-2-yl)-benzoic acid methylester yields 4-[4-(3-nitrobenzylamino)-6-ethyl-thieno-[2,3-d]-pyrimidin-2-yl]-benzoic acid methylester.